The task is: describe an organic reaction: reactants, conditions, products, and yield. This data is from the Open Reaction Database (ORD), a public repository of structured organic reaction records. Starting materials: CSSC, CC(C)Cc1nn2ccccc2c1-c1ccnc(NC2CCCC2)n1, CC(C)[N-]C(C)C, CC(C)NC(C)C, [Li+], [Li]CCCC, C1CCOC1, O. Yields the product CSc1cccc2c(-c3ccnc(NC4CCCC4)n3)c(CC(C)C)nn12. RXN SMILES: [CH3:46][S:47][S:48][CH3:49].[CH:1]1([NH:6][c:7]2[n:8][cH:9][cH:10][c:11](-[c:13]3[c:14]([CH2:22][CH:23]([CH3:24])[CH3:25])[n:15][n:16]4[c:17]3[cH:18][cH:19][cH:20][cH:21]4)[n:12]2)[CH2:2][CH2:3][CH2:4][CH2:5]1.[CH:26]([N-:27][CH:28]([CH3:29])[CH3:30])([CH3:31])[CH3:32].[CH:39]([NH:40][CH:41]([CH3:42])[CH3:43])([CH3:44])[CH3:45].[Li+:33].[Li:34][CH2:35][CH2:36][CH2:37][CH3:38].[O:50]1[CH2:51][CH2:52][CH2:53][CH2:54]1.[OH2:55]>>[CH:1]1([NH:6][c:7]2[n:8][cH:9][cH:10][c:11](-[c:13]3[c:14]([CH2:22][CH:23]([CH3:24])[CH3:25])[n:15][n:16]4[c:17]3[cH:18][cH:19][cH:20][c:21]4[S:47][CH3:46])[n:12]2)[CH2:2][CH2:3][CH2:4][CH2:5]1. Reactants: O=CC1=CC=C(C=C1)C(=O)OC. The reagents and catalysts are O1B(OC(C)(C)C1(C)C)B2OC(C)(C)C(O2)(C)C, NC(C)(C)C, O1BOC(C)(C)C1(C)C, N1=CC=CC2=CC=CC(N)=C12, C[OH2+].C[OH2+].C1CC=CCCC=C1.C1CC=CCCC=C1.[Ir].[Ir]. Solvent: O1CCCC1. Run at temperature 90 celsius, time 12 hour. The product is O=CC1=CC=C(C=C1B2OC(C)(C)C(O2)(C)C)C(=O)OC. Isolated yield 74.0%. Yields the product CCc1ccccc1C(=N)Nc1ccc(C)cc1. Starting materials: [Al+3], CCc1ccccc1C#N, Cc1ccc(N)cc1, [Cl-], [Cl-], [Cl-], [Na+], [OH-], O. Reaction SMILES: [Al+3:20].[CH2:9]([CH3:10])[c:11]1[c:12]([C:13]#[N:14])[cH:15][cH:16][cH:17][cH:18]1.[CH3:1][c:2]1[cH:3][cH:4][c:5]([NH2:6])[cH:7][cH:8]1.[Cl-:19].[Cl-:21].[Cl-:22].[Na+:24].[OH-:23].[OH2:25]>>[CH3:1][c:2]1[cH:3][cH:4][c:5]([NH:6][C:13]([c:12]2[c:11]([CH2:9][CH3:10])[cH:18][cH:17][cH:16][cH:15]2)=[NH:14])[cH:7][cH:8]1. Starting materials: S(=O)(=O)(C)OC1CCN(CC1)CC1=CC=C(O1)C(=O)N1CCCCC1 (1-[5-(4-mesyloxypiperidinomethyl)-2-furancarbonyl]piperidine), [N-]=[N+]=[N-].[Na+] (sodium azide). Run in CN(C=O)C (dimethylformamide). Run at temperature 120 celsius. Yields the product N(=[N+]=[N-])C1CCN(CC1)CC1=CC=C(O1)C(=O)N1CCCCC1 (1-[5-(4-azidopiperidinomethyl)-2-furancarbonyl]piperidine). Yield: 65.9%. RXN SMILES: S(O[CH:6]1[CH2:11][CH2:10][N:9]([CH2:12][C:13]2[O:17][C:16]([C:18]([N:20]3[CH2:25][CH2:24][CH2:23][CH2:22][CH2:21]3)=[O:19])=[CH:15][CH:14]=2)[CH2:8][CH2:7]1)(C)(=O)=O.[N-:26]=[N+:27]=[N-:28].[Na+]>CN(C)C=O>[N:26]([CH:6]1[CH2:11][CH2:10][N:9]([CH2:12][C:13]2[O:17][C:16]([C:18]([N:20]3[CH2:25][CH2:24][CH2:23][CH2:22][CH2:21]3)=[O:19])=[CH:15][CH:14]=2)[CH2:8][CH2:7]1)=[N+:27]=[N-:28] |f:1.2|. Procedure: In 90 ml of dimethylformamide were dissolved 4.04 g (10.9 mmol) of Compound u and 7.1 g (109.2 mmol) of sodium azide and the solution was heated at 120° C. for 1.5 hours. The reaction mixture was allowed to stand for cooling and, then, the insolubles were filtered off. The filtrate was concentrated under reduced pressure. The residue was diluted with 120 ml of ethyl acetate and washed with 3 portions of saturated aqueous sodium chloride solution. The organic layer was dried over anhydrous magnes...